From a dataset of the Open Reaction Database (ORD), a public repository of structured organic reaction records. describe an organic reaction: reactants, conditions, products, and yield The reactants are C(CCC)[Li] (n-butyl lithium), BrC1=C(C(=C(C(=C1CC(CCCCCCCC(=O)OCC)(C(=O)OCC)C(=O)OCC)OC)OC)OC)OC (ethyl 10-(6-bromo-2,3,4,5-tetramethoxyphenyl)-9,9-diethoxycarbonyldecanoate), [BH4-].[Na+] (sodium borohydride), C(C)(=O)O (acetic acid). Run in C1CCOC1 (THF), CCCCCC (hexane), O (Water), C1CCOC1 (THF). Conditions: time 15 minute. Product: C(C)OC(=O)C1(C(C2=C(C(=C(C(=C2C1)OC)OC)OC)OC)O)CCCCCCCC(=O)OCC (ethyl 8-(2-ethoxycarbonyl-1-hydroxy-4,5,6,7-tetramethoxyindan-2-yl)octanoate). The yield is 62.2%. Reaction SMILES: C([Li])CCC.Br[C:7]1[C:12]([CH2:13][C:14]([C:32]([O:34]CC)=O)([C:27]([O:29][CH2:30][CH3:31])=[O:28])[CH2:15][CH2:16][CH2:17][CH2:18][CH2:19][CH2:20][CH2:21][C:22]([O:24][CH2:25][CH3:26])=[O:23])=[C:11]([O:37][CH3:38])[C:10]([O:39][CH3:40])=[C:9]([O:41][CH3:42])[C:8]=1[O:43][CH3:44].C(O)(=O)C.[BH4-].[Na+]>O.C1COCC1.CCCCCC>[CH2:30]([O:29][C:27]([C:14]1([CH2:15][CH2:16][CH2:17][CH2:18][CH2:19][CH2:20][CH2:21][C:22]([O:24][CH2:25][CH3:26])=[O:23])[CH2:13][C:12]2[C:7](=[C:8]([O:43][CH3:44])[C:9]([O:41][CH3:42])=[C:10]([O:39][CH3:40])[C:11]=2[O:37][CH3:38])[CH:32]1[OH:34])=[O:28])[CH3:31] |f:3.4|. Reported procedure: A hexane solution of n-butyl lithium (1.68 M, 13.1 ml, 22.0 mmols) was dropwise added to a THF (80 ml) solution of ethyl 10-(6-bromo-2,3,4,5-tetramethoxyphenyl)-9,9-diethoxycarbonyldecanoate (7.54 g, 12.2 mmols) under a nitrogen stream at −70° C. or lower The reaction mixture was stirred for 15 minutes, and then a THF (10 ml) solution of acetic acid (1.71 g, 28.5 mmols) was dropwise added thereto at −70° C. or lower. After having been allowed to warm to room temperature, the reaction mixture was...